From a dataset of the Open Reaction Database (ORD), a public repository of structured organic reaction records. describe an organic reaction: reactants, conditions, products, and yield The reactants are CO, Cl, Cc1cnc(NC(=O)c2cc(Oc3ccc(C(=O)N4CCC4)cc3F)cc(OC(C)CO[Si](C)(C)C(C)(C)C)c2)cn1. The product is Cc1cnc(NC(=O)c2cc(Oc3ccc(C(=O)N4CCC4)cc3F)cc(OC(C)CO)c2)cn1. As a reaction SMILES: [CH3:43][OH:44].[ClH:45].[N:1]1([C:5](=[O:6])[c:7]2[cH:8][c:9]([F:42])[c:10]([O:11][c:12]3[cH:13][c:14]([C:15](=[O:16])[NH:17][c:18]4[n:19][cH:20][c:21]([CH3:24])[n:22][cH:23]4)[cH:25][c:26]([O:28][CH:29]([CH2:30][O:31][Si:32]([C:33]([CH3:34])([CH3:35])[CH3:36])([CH3:37])[CH3:38])[CH3:39])[cH:27]3)[cH:40][cH:41]2)[CH2:2][CH2:3][CH2:4]1>>[N:1]1([C:5](=[O:6])[c:7]2[cH:8][c:9]([F:42])[c:10]([O:11][c:12]3[cH:13][c:14]([C:15](=[O:16])[NH:17][c:18]4[n:19][cH:20][c:21]([CH3:24])[n:22][cH:23]4)[cH:25][c:26]([O:28][CH:29]([CH2:30][OH:31])[CH3:39])[cH:27]3)[cH:40][cH:41]2)[CH2:2][CH2:3][CH2:4]1. The reactants are COC(=O)c1cc(OCc2c(-c3ccccn3)noc2C)n(C)n1, Cc1ccccc1, C1CN=C2NCCCN2C1, CC(N)CO. The product is Cc1onc(-c2ccccn2)c1COc1cc(C(=O)NC(C)CO)nn1C. As a reaction SMILES: [CH3:1][O:2][C:3](=[O:4])[c:5]1[n:6][n:7]([CH3:24])[c:8]([O:10][CH2:11][c:12]2[c:13](-[c:18]3[n:19][cH:20][cH:21][cH:22][cH:23]3)[n:14][o:15][c:16]2[CH3:17])[cH:9]1.[CH3:40][c:41]1[cH:42][cH:43][cH:44][cH:45][cH:46]1.[N:30]12[CH2:31][CH2:32][CH2:33][NH:34][C:35]1=[N:36][CH2:37][CH2:38][CH2:39]2.[NH2:25][CH:26]([CH3:27])[CH2:28][OH:29]>>[C:3](=[O:4])([c:5]1[n:6][n:7]([CH3:24])[c:8]([O:10][CH2:11][c:12]2[c:13](-[c:18]3[n:19][cH:20][cH:21][cH:22][cH:23]3)[n:14][o:15][c:16]2[CH3:17])[cH:9]1)[NH:25][CH:26]([CH3:27])[CH2:28][OH:29]. Starting materials: C(CCC)[Li] (n-butyllithium), C(CO)O (ethylene glycol), BrCC=C(C1=C(C=CC=C1)C)C1=CC(=CC=C1)OC (3-bromo-1-(3-methoxyphenyl)-1-(2-methylphenyl)-1-propene). Run in hexanes, C1(=CC=CC=C1)C (toluene). Reaction conditions: time 0.5 hour. The product is COC=1C=C(C=CC1)C(=CCOCCO)C1=C(C=CC=C1)C (2-(3-(3-methoxyphenyl)-3-(2-methylphenyl)-2-propen-1-yloxy)ethanol). Yield: 72.0%. RXN SMILES: C([Li])CCC.[CH2:6]([OH:9])[CH2:7][OH:8].Br[CH2:11][CH:12]=[C:13]([C:21]1[CH:26]=[CH:25][CH:24]=[C:23]([O:27][CH3:28])[CH:22]=1)[C:14]1[CH:19]=[CH:18][CH:17]=[CH:16][C:15]=1[CH3:20]>C1(C)C=CC=CC=1>[CH3:28][O:27][C:23]1[CH:22]=[C:21]([C:13]([C:14]2[CH:19]=[CH:18][CH:17]=[CH:16][C:15]=2[CH3:20])=[CH:12][CH2:11][O:8][CH2:7][CH2:6][OH:9])[CH:26]=[CH:25][CH:24]=1. Procedure details: A solution of n-butyllithium in hexanes (32.2 ml, 2.5 M) was added dropwise under a nitrogen atmosphere to ethylene glycol (60 ml) at 10° C. When addition was complete the mixture was stirred for 0.5 h at room temperature. A solution of 3-bromo-1-(3-methoxyphenyl)-1-(2-methylphenyl)-1-propene (24.4 g, 77 mmol) in toluene (50 ml) was added and the reaction mixture was stirred at room temperature for 4 days and at 65° C. for 6 h. The solvent was evaporated in vacuo, water (250 ml) was added and th... The reactants are O=C([O-])[O-], CCO, Cl, [K+], [K+], Oc1cccc(N2CCNCC2)c1, O=P(Cl)(Cl)Cl. The product is O=Cc1ccc(N2CCNCC2)cc1O. As a reaction SMILES: [C:20]([O-:21])(=[O:22])[O-:23].[CH3:26][CH2:27][OH:28].[ClH:14].[K+:24].[K+:25].[N:1]1([c:7]2[cH:8][c:9]([OH:13])[cH:10][cH:11][cH:12]2)[CH2:2][CH2:3][NH:4][CH2:5][CH2:6]1.[P:15]([Cl:16])([Cl:17])([Cl:18])=[O:19]>>[N:1]1([c:7]2[cH:8][c:9]([OH:13])[c:10]([CH:20]=[O:21])[cH:11][cH:12]2)[CH2:2][CH2:3][NH:4][CH2:5][CH2:6]1. Starting materials: N1=CC=C(C=C1)C1=CC=C(C=C1)N (4-(4-pyridinyl)benzeneamine), CS(=O)(=O)O.N1=CC=C(C=C1)C1=CC=C(C=C1)NC(C=CC)=O (N-[4-(4-pyridinyl)phenyl]-2-butenamide methanesulfonate), C(\C=C\C)(=O)OC(\C=C\C)=O (crotonic anhydride), C(Cl)(Cl)Cl (chloroform). The solvent is CN(C=O)C (dimethylformamide). Product: N1=CC=C(C=C1)C1=CC=C(C=C1)NC(C=CC)=O (N-[4-(4-pyridinyl)phenyl]-2-butenamide). As a reaction SMILES: N1C=CC(C2C=CC(N)=CC=2)=CC=1.C(OC(=O)/C=C/C)(=O)/C=C/C.C(Cl)(Cl)Cl.CS(O)(=O)=O.[N:34]1[CH:39]=[CH:38][C:37]([C:40]2[CH:45]=[CH:44][C:43]([NH:46][C:47](=[O:51])[CH:48]=[CH:49][CH3:50])=[CH:42][CH:41]=2)=[CH:36][CH:35]=1>CN(C)C=O>[N:34]1[CH:39]=[CH:38][C:37]([C:40]2[CH:45]=[CH:44][C:43]([NH:46][C:47](=[O:51])[CH:48]=[CH:49][CH3:50])=[CH:42][CH:41]=2)=[CH:36][CH:35]=1 |f:3.4|. Procedure: A mixture containing 6.8 g. of 4-(4-pyridinyl)benzeneamine, 17.8 ml. of crotonic anhydride and 200 ml. of chloroform was stirred at room temperature for 2 hours and then under reflux for 16 hours. The suspension was filtered and the filtercake was suspended in water plus ammonium hydroxide solution and was refiltered to give 3.86 g. of light tan solid after air-drying on the funnel. The chloroform filtrate was concentrated in vacuo and the tan residue was suspended in a mixture of water and ammo... The reactants are C(C)(=O)N1CCNCC1 (1-acetylpiperazine), O1CCOC2=C1C=CC(=C2)SC2=C(C=C(C=C2)C2=CC=NC=C2)C(F)(F)F (4-(4-(2,3-dihydro-benzo(1,4)dioxin-6-ylsulfanyl)-3-trifluoromethyl-phenyl)-pyridine), OC1CNCC1 (3-hydroxypyrrolidine). The product is title compound, O1CCOC2=C1C=CC(=C2)SC2=C(C=C(C=C2)C2=CC(=NC=C2)N2CCN(CC2)C(C)=O)C(F)(F)F (1-(4-(4-(4-(2,3-Dihydro-benzo(1,4)dioxin-6-ylsulfanyl)-3-trifluoromethyl-phenyl)-pyridin-2-yl)-piperazin-1-yl)-ethanone). Reaction SMILES: [O:1]1[C:6]2[CH:7]=[CH:8][C:9]([S:11][C:12]3[CH:17]=[CH:16][C:15]([C:18]4[CH:23]=[CH:22][N:21]=[CH:20][CH:19]=4)=[CH:14][C:13]=3[C:24]([F:27])([F:26])[F:25])=[CH:10][C:5]=2[O:4][CH2:3][CH2:2]1.OC1CCNC1.[C:34]([N:37]1[CH2:42][CH2:41][NH:40][CH2:39][CH2:38]1)(=[O:36])[CH3:35]>>[O:1]1[C:6]2[CH:7]=[CH:8][C:9]([S:11][C:12]3[CH:17]=[CH:16][C:15]([C:18]4[CH:19]=[CH:20][N:21]=[C:22]([N:40]5[CH2:41][CH2:42][N:37]([C:34](=[O:36])[CH3:35])[CH2:38][CH2:39]5)[CH:23]=4)=[CH:14][C:13]=3[C:24]([F:25])([F:26])[F:27])=[CH:10][C:5]=2[O:4][CH2:3][CH2:2]1. Reported procedure: The title compound was prepared according to the procedures of Example 38E, substituting compound 76 with compound 118 (0.033 g, 0.0779 mmol) and 3-hydroxypyrrolidine with 1-acetylpiperazine. A yellow solid 125 was obtained (0.010 g, 19%). 1H-NMR (CDCl3, 400 MHz) δ 2.17 (s, 3H), 3.67-3.72 (m, 2H), 3.73-3.77 (m, 2H), 3.83-3.88 (m, 2H), 3.94-3.98 (m, 2H), 4.28-4.34 (m, 4H), 6.93 (s, 1H), 6.95 (d, J=8.4 Hz, 1H), 7.02 (d, J=5.8 Hz, 1H), 7.05 (dd, J=2.2 Hz, 8.4 Hz, 1H), 7.09 (d, J=2.2 Hz, 1H), 7.13 (... Reactants: [Al+3], NC(=O)C1CCCN1C1CCCCC1, [H-], [H-], [H-], [H-], [Li+], C1CCOC1. Product: NCC1CCCN1C1CCCCC1. Reaction SMILES: [Al+3:2].[CH:7]1([N:13]2[CH:14]([C:18](=[O:19])[NH2:20])[CH2:15][CH2:16][CH2:17]2)[CH2:8][CH2:9][CH2:10][CH2:11][CH2:12]1.[H-:1].[H-:4].[H-:5].[H-:6].[Li+:3].[O:21]1[CH2:22][CH2:23][CH2:24][CH2:25]1>>[CH:7]1([N:13]2[CH:14]([CH2:18][NH2:20])[CH2:15][CH2:16][CH2:17]2)[CH2:8][CH2:9][CH2:10][CH2:11][CH2:12]1. Starting materials: CCCCO, CCN(C(C)C)C(C)C, CC(C)Oc1cc(Nc2nc(Cl)c(C#N)cc2F)n[nH]1, CC(N)c1ccc(F)cc1. The product is CC(C)Oc1cc(Nc2nc(NC(C)c3ccc(F)cc3)c(C#N)cc2F)n[nH]1. As a reaction SMILES: [CH2:40]([OH:41])[CH2:42][CH2:43][CH3:44].[CH:31]([N:32]([CH2:33][CH3:34])[CH:35]([CH3:36])[CH3:37])([CH3:38])[CH3:39].[Cl:1][c:2]1[c:3]([C:4]#[N:5])[cH:6][c:7]([F:20])[c:8]([NH:10][c:11]2[n:12][nH:13][c:14]([O:16][CH:17]([CH3:18])[CH3:19])[cH:15]2)[n:9]1.[F:21][c:22]1[cH:23][cH:24][c:25]([CH:28]([CH3:29])[NH2:30])[cH:26][cH:27]1>>[c:2]1([NH:30][CH:28]([c:25]2[cH:24][cH:23][c:22]([F:21])[cH:27][cH:26]2)[CH3:29])[c:3]([C:4]#[N:5])[cH:6][c:7]([F:20])[c:8]([NH:10][c:11]2[n:12][nH:13][c:14]([O:16][CH:17]([CH3:18])[CH3:19])[cH:15]2)[n:9]1. The reactants are C1CCOC1 (THF), C(C)(C)[Mg]Cl (isopropyl magnesium chloride), C(C)(=O)OCC (ethyl acetate), C(C(C)C)(=O)O (isobutyric acid). The solvent is O (water). Conditions: temperature -10 celsius, time 20 minute. Product: C(C1=CC=CC=C1)(=O)O (benzoic acid). Reaction SMILES: [CH2:1]1[CH2:5]OC[CH2:2]1.C([Mg]Cl)(C)C.C(OCC)(=O)C.[C:17]([OH:22])(=[O:21])[CH:18]([CH3:20])[CH3:19]>O>[C:17]([OH:22])(=[O:21])[C:18]1[CH:20]=[CH:5][CH:1]=[CH:2][CH:19]=1. Procedure details: To compound (B-2) (14.16 g, 61.0 mmol) in a second dry round bottom flask under N2 is added 70 mL of dry THF. The mixture is cooled to about −10° C. To the cold mixture is slowly added isopropyl magnesium chloride (63.3 ml, 2 M, 127 mmol). The resulting mixture is then stirred at −10° C. for about 20 min. Then, this mixture is slowly cannulated drop wise into the flask containing the (B-1) reaction while maintaining the temperature at −20° C. After addition is complete, the reaction is slowly wa...